Dataset: the Open Reaction Database (ORD), a public repository of structured organic reaction records. Task: describe an organic reaction: reactants, conditions, products, and yield The reactants are O=C1CCC2CCC(=O)N12, [Cl-], Fc1ccc(C[Mg+])cc1. Product: O=C(CCC1CCC(=O)N1)Cc1ccc(F)cc1. RXN SMILES: [CH2:1]1[CH2:2][C:3](=[O:10])[N:4]2[C:5](=[O:9])[CH2:6][CH2:7][CH:8]12.[Cl-:11].[F:12][c:13]1[cH:14][cH:15][c:16]([CH2:17][Mg+:18])[cH:19][cH:20]1>>[CH2:1]1[CH2:2][C:3](=[O:10])[NH:4][CH:8]1[CH2:7][CH2:6][C:5](=[O:9])[CH2:17][c:16]1[cH:15][cH:14][c:13]([F:12])[cH:20][cH:19]1.